From a dataset of the Open Reaction Database (ORD), a public repository of structured organic reaction records. describe an organic reaction: reactants, conditions, products, and yield Reactants: C(C(=O)Cl)(=O)Cl (Oxalyl chloride), ClC=1C=C(C(=O)O)C(=CN1)C(F)(F)F (2-chloro-5-(trifluoromethyl)isonicotinic acid), CO (Methanol). Reagents/catalysts: CN(C)C=O (DMF). The solvent is C(Cl)Cl (DCM). Run at time 8 hour. Yields the product COC(C1=CC(=NC=C1C(F)(F)F)Cl)=O (2-Chloro-5-(trifluoromethyl)isonicotinic acid methyl ester). As a reaction SMILES: [C:1](Cl)(=O)C(Cl)=O.[Cl:7][C:8]1[CH:9]=[C:10]([C:14]([C:17]([F:20])([F:19])[F:18])=[CH:15][N:16]=1)[C:11]([OH:13])=[O:12].CO>C(Cl)Cl.CN(C=O)C>[CH3:1][O:12][C:11](=[O:13])[C:10]1[C:14]([C:17]([F:20])([F:18])[F:19])=[CH:15][N:16]=[C:8]([Cl:7])[CH:9]=1. Reported procedure: Oxalyl chloride (0.5 ml) was added to a solution of 2-chloro-5-(trifluoromethyl)isonicotinic acid (CAS Reg. No. 505084-58-2, 68 mg) in DCM (5 ml). DMF (1 drop) was added and the resulting mixture was stirred overnight at room temperature. Methanol (5 ml) was added and the mixture was concentrated to dryness. The crude product was used in the next step without further purification. Reactants: C1(=CC=CC=C1)C1SCCCS1 (2-phenyl-1,3-dithiane), [Li]CCCC (n-BuLi), 2-litho-2-phenyl-1,3-dithiane, C=CC=C (butadiene), C=CC=C.C=CC1=CC=CC=C1 (butadiene styrene). Solvent: C1CCOC1 (THF), C1CCCCC1 (cyclohexane). Conditions: temperature 0 celsius, time 3 hour. Product: [Li]C1(SCCCS1)C1=CC=CC=C1 (2-lithio-2-phenyl-1,3-dithiane). As a reaction SMILES: [C:1]1([CH:7]2[S:12][CH2:11][CH2:10][CH2:9][S:8]2)[CH:6]=[CH:5][CH:4]=[CH:3][CH:2]=1.[Li:13]CCCC.C=CC=C.C=CC=C.C=CC1C=CC=CC=1>C1COCC1.C1CCCCC1>[Li:13][C:7]1([C:1]2[CH:2]=[CH:3][CH:4]=[CH:5][CH:6]=2)[S:8][CH2:9][CH2:10][CH2:11][S:12]1 |f:3.4|. Reported procedure: To a solution of 2-phenyl-1,3-dithiane (2.1 g, 10.69 mmol) in THF (5 mL) and cyclohexane (10 mL) was added n-BuLi (6.37 mL, 1.68 M in hexane) dropwise via a syringe at −78° C. The solution was stirred for an additional 3 hours at 0° C. The resulting 0.5 M 2-litho-2-phenyl-1,3-dithiane (abbreviated as PDT-Li) was used for anionic initiator for polymerizing butadiene and/or butadiene/styrene and stored in an inert atmosphere of nitrogen in a refrigerator. Starting materials: C(C)(C)(C)OC(=O)NC1=C(C2=CC=CC=C2C(=C1)OCC1=CC=CC=C1)I (N-(tert-butyloxy-carbonyl)-4-(benzyloxy)-1-iodo-2-naphthylamine), [OH-].[Na+] (NaOH), Ice, CCOC(=O)C (EtOAc), 100. The reagents and catalysts are [Cl-].C(C1=CC=CC=C1)[N+](CCCC)(CCCC)CCCC (benzyltributylammonium chloride). Run in C1=CC=CC=C1 (benzene). Conditions: time 15 minute. Yields the product C(C1=CC=CC=C1)OC1=CC(=C(C2=CC=CC=C12)I)N(CCCC=COC1OCCCC1)C(=O)OC(C)(C)C (4-(Benzyloxy)-N-(tert-butyloxycarbonyl)-1-iodo-N-[5-((tetrahydropyranyl)oxy)-4-penten-1-yl]naphthylamine). Isolated yield 80.0%. Reaction SMILES: [C:1]([O:5][C:6]([NH:8][C:9]1[CH:18]=[C:17]([O:19][CH2:20][C:21]2[CH:26]=[CH:25][CH:24]=[CH:23][CH:22]=2)[C:16]2[C:11](=[CH:12][CH:13]=[CH:14][CH:15]=2)[C:10]=1[I:27])=[O:7])([CH3:4])([CH3:3])[CH3:2].[OH-].[Na+].[CH3:30][CH2:31][O:32][C:33]([CH3:35])=[O:34]>C1C=CC=CC=1.[Cl-].C([N+](CCCC)(CCCC)CCCC)C1C=CC=CC=1>[CH2:20]([O:19][C:17]1[C:16]2[C:11](=[CH:12][CH:13]=[CH:14][CH:15]=2)[C:10]([I:27])=[C:9]([N:8]([C:6]([O:5][C:1]([CH3:4])([CH3:2])[CH3:3])=[O:7])[CH2:2][CH2:1][CH2:3][CH:30]=[CH:31][O:32][CH:33]2[CH2:35][CH2:18][CH2:9][CH2:10][O:34]2)[CH:18]=1)[C:21]1[CH:26]=[CH:25][CH:24]=[CH:23][CH:22]=1 |f:1.2,5.6|. Procedure details: A solution of 80 (53 mg, 112 μmol) in benzene (5 mL) was added to a mixture of 50% aqueous NaOH (0.5 g) and benzyltributylammonium chloride (70 mg, 224 μmol, 2 equiv). The mixture was stirred vigorously for 15 min and 100 (147 mg, 556 μmol, 5 equiv) was added. The mixture was stirred vigorously for 12 h at 25° C. Ice-cold H2O (50 mL), and EtOAc (10 mL) were added. The aqueous layer was extracted with EtOAc (10 mL), the combined organic layers were dried (Na2SO4) and the solvent was removed under... The reactants are O=C(C(C1=CC=CC=C1)OC([C@@H]1N(C[C@@H](C1)O[Si](C)(C)C(C)(C)C)C(=O)OCC1=CC=CC=C1)=O)C1=CC=CC=C1 (cis-4-(tert-butyldimethylsilyloxy)-N-benzyloxycarbonyl-D-proline 2-oxo-1,2-diphenylethyl ester), Cl (HCl), C(=O)(O)[O-].[Na+] (NaHCO3). The solvent is CO.C1CCOC1 (MeOH THF). Reaction conditions: time 24 hour. Yields the product O=C(C(C1=CC=CC=C1)OC([C@@H]1N(C[C@@H](C1)O)C(=O)OCC1=CC=CC=C1)=O)C1=CC=CC=C1 (cis4-hydroxy-N-benzyloxycarbonyl-D-proline 2-oxo-1,2-diphenylethyl ester). The yield is 80.3%. RXN SMILES: [O:1]=[C:2]([C:36]1[CH:41]=[CH:40][CH:39]=[CH:38][CH:37]=1)[CH:3]([O:10][C:11](=[O:35])[C@H:12]1[CH2:16][C@@H:15]([O:17][Si](C(C)(C)C)(C)C)[CH2:14][N:13]1[C:25]([O:27][CH2:28][C:29]1[CH:34]=[CH:33][CH:32]=[CH:31][CH:30]=1)=[O:26])[C:4]1[CH:9]=[CH:8][CH:7]=[CH:6][CH:5]=1.Cl.C([O-])(O)=O.[Na+]>CO.C1COCC1>[O:1]=[C:2]([C:36]1[CH:41]=[CH:40][CH:39]=[CH:38][CH:37]=1)[CH:3]([O:10][C:11](=[O:35])[C@H:12]1[CH2:16][C@@H:15]([OH:17])[CH2:14][N:13]1[C:25]([O:27][CH2:28][C:29]1[CH:30]=[CH:31][CH:32]=[CH:33][CH:34]=1)=[O:26])[C:4]1[CH:5]=[CH:6][CH:7]=[CH:8][CH:9]=1 |f:2.3,4.5|. Procedure details: To a solution of cis-4-(tert-butyldimethylsilyloxy)-N-benzyloxycarbonyl-D-proline 2-oxo-1,2-diphenylethyl ester (21.62 g) in MeOH-THF (2:1, 380 mL) was added 1N HCl (76 mL) at 5° C., and the mixture was stirred at room temperature for 24 hours. To the reaction mixture was added NaHCO3 (6.7 g) at 5° C. The organic solvent was evaporated, and the residue was extracted with EtOAc. The organic layer was washed with water and brine, dried (MgSO4), and evaporated in vacuo. The residue was purified by ... Reactants: C(C)(C)(C)OC(NC1(CC1)C1=CC=C(C=N1)C=1C=NC(=CC1)OCC1=CC=CC=C1)=O ([1-(6′-benzyloxy-[3,3′]bipyridinyl-6-yl)-cyclopropyl]-carbamic acid tert-butyl ester). Reagents/catalysts: [OH-].[OH-].[Pd+2] (Pd(OH)2). Run in CO (MeOH). Reaction conditions: time 4 hour. Product: C(C)(C)(C)OC(NC1(CC1)C1=CC=C(C=N1)C1=CNC(C=C1)=O)=O ([1-(6′-oxo-1′,6′-dihydro-[3,3′]bipyridinyl-6-yl)-cyclopropyl]-carbamic acid tert-butyl ester). The yield is 104.2%. As a reaction SMILES: [C:1]([O:5][C:6](=[O:31])[NH:7][C:8]1([C:11]2[N:16]=[CH:15][C:14]([C:17]3[CH:18]=[N:19][C:20]([O:23]CC4C=CC=CC=4)=[CH:21][CH:22]=3)=[CH:13][CH:12]=2)[CH2:10][CH2:9]1)([CH3:4])([CH3:3])[CH3:2]>CO.[OH-].[OH-].[Pd+2]>[C:1]([O:5][C:6](=[O:31])[NH:7][C:8]1([C:11]2[N:16]=[CH:15][C:14]([C:17]3[CH:22]=[CH:21][C:20](=[O:23])[NH:19][CH:18]=3)=[CH:13][CH:12]=2)[CH2:10][CH2:9]1)([CH3:4])([CH3:2])[CH3:3] |f:2.3.4|. Procedure: To a solution of [1-(6′-benzyloxy-[3,3′]bipyridinyl-6-yl)-cyclopropyl]-carbamic acid tert-butyl ester (0.20 g, 0.48 mmol) in MeOH (10 mL) was added Pd(OH)2 (0.2 g). The flask was purged with H2 gas and then H2 gas passed over the solution for 4 h. The mixture was filtered through diatomaceous earth and the filtrate was concentrated under reduced pressure to give [1-(6′-oxo-1′,6′-dihydro-[3,3′]bipyridinyl-6-yl)-cyclopropyl]-carbamic acid tert-butyl ester (0.16 g, 0.50 mmol), m/z 328.8 [M+H]+.